This data is from the Open Reaction Database (ORD), a public repository of structured organic reaction records. The task is: describe an organic reaction: reactants, conditions, products, and yield Starting materials: Cl.N1=CC=CC=C1 (pyridine HCl), Cl (HCl), O1C=C(C=C1)C(=O)C1=C(C(=C(C=C1)OC)Cl)Cl (4-(3-furoyl)-2,3-dichloroanisole). Solvent: N1=CC=CC=C1 (pyridine). Conditions: temperature 210 celsius, time 1 hour. Product: O1C=C(C=C1)C(=O)C1=C(C(=C(C=C1)O)Cl)Cl (4-(3-furoyl)-2,3-dichlorophenol). Reaction SMILES: Cl.N1C=CC=CC=1.Cl.[O:9]1[CH:13]=[CH:12][C:11]([C:14]([C:16]2[CH:21]=[CH:20][C:19]([O:22]C)=[C:18]([Cl:24])[C:17]=2[Cl:25])=[O:15])=[CH:10]1>N1C=CC=CC=1>[O:9]1[CH:13]=[CH:12][C:11]([C:14]([C:16]2[CH:21]=[CH:20][C:19]([OH:22])=[C:18]([Cl:24])[C:17]=2[Cl:25])=[O:15])=[CH:10]1 |f:0.1|. Procedure details: A molten bath of pyridine HCl is prepared by adding 16 ml of concentrated HCl (0.186 mole) to 14.2 g of pyridine and heating the mixture to 210° C. under nitrogen and allowing the H2O to distill out. The anisole (5.0 g) is added in portions and heating is continued for one hour and the solution poured over ice and extracted with ethyl acetate. Drying and evaporation gives 4-(3-furoyl)-2,3-dichlorophenol, mp 138°-142° C. Yields the product CC1(OCCO1)CCC=O (3-(2-Methyl-[1,3]dioxolan-2-yl)-propionaldehyde). Reported procedure: To a solution of 2-2 (44.74 g, 0.22 mol) in 400 mL THF at -78° C. was added DIBAL (264 mL 1 M in hexanes, 0.264 mol) over 10 minutes. After stirring for 1 h, 350 ml of 1.0 M Rochelle's salt and 300 ml ether were added followed by the removal of the cooling bath. After stirring for 1 h, the organic portion was separated and dried over Na2SO4. Evaporative removal of the solvent gave 2-3 as a colorless oil. TLC Rf =0.80 (silica, ethyl acetate). 1H NMR (300 MHz, CDCl3) δ 9.73 (s, 1H), 3.50 (d, 1H, J... As a reaction SMILES: CON(C)[C:4](=[O:13])[CH2:5][CH2:6][C:7]1([CH3:12])[O:11][CH2:10][CH2:9][O:8]1.CC(C[AlH]CC(C)C)C.[C@H](O)(C([O-])=O)[C@@H](O)C([O-])=O.[Na+].[K+].CCOCC>C1COCC1>[CH3:12][C:7]1([CH2:6][CH2:5][CH:4]=[O:13])[O:11][CH2:10][CH2:9][O:8]1 |f:2.3.4|. Solvent: C1CCOC1 (THF). Run at time 1 hour. Starting materials: CON(C(CCC1(OCCO1)C)=O)C (N-methoxy-N-methyl-3-(2-methyl-[1.3]dioxolan-2-yl)-propionamide), CC(C)C[AlH]CC(C)C (DIBAL), [C@@H]([C@H](C(=O)[O-])O)(C(=O)[O-])O.[Na+].[K+] (Rochelle's salt), CCOCC (ether).